This data is from the Open Reaction Database (ORD), a public repository of structured organic reaction records. The task is: describe an organic reaction: reactants, conditions, products, and yield RXN SMILES: CS(O[CH2:6][CH2:7][CH2:8][C:9]1[N:10]=[C:11]([C:14]2[CH:19]=[C:18]([O:20][CH3:21])[C:17]([O:22][CH3:23])=[C:16]([O:24][CH3:25])[CH:15]=2)[S:12][CH:13]=1)(=O)=O.[NH:26]1[CH2:31][CH2:30][NH:29][CH2:28][CH2:27]1>>[CH3:25][O:24][C:16]1[CH:15]=[C:14]([C:11]2[S:12][CH:13]=[C:9]([CH2:8][CH2:7][CH2:6][N:26]3[CH2:31][CH2:30][N:29]([CH2:6][CH2:7][CH2:8][C:9]4[N:10]=[C:11]([C:14]5[CH:15]=[C:16]([O:24][CH3:25])[C:17]([O:22][CH3:23])=[C:18]([O:20][CH3:21])[CH:19]=5)[S:12][CH:13]=4)[CH2:28][CH2:27]3)[N:10]=2)[CH:19]=[C:18]([O:20][CH3:21])[C:17]=1[O:22][CH3:23]. Reported procedure: 4-(3-Methanesulfonyloxypropyl)-2-(3,4,5-trimethoxy-phenyl)thiazole (310 mg) and piperazine (34 mg) were reacted in the same manner in Example 1 to obtain the title compound as a free base. Product: COC=1C=C(C=C(C1OC)OC)C=1SC=C(N1)CCCN1CCN(CC1)CCCC=1N=C(SC1)C1=CC(=C(C(=C1)OC)OC)OC (N,N′-bis[3-[2-(3,4,5-Trimethoxyphenyl)-thiazol-4-yl]propyl]piperazine). Reactants: CS(=O)(=O)OCCCC=1N=C(SC1)C1=CC(=C(C(=C1)OC)OC)OC (4-(3-Methanesulfonyloxypropyl)-2-(3,4,5-trimethoxy-phenyl)thiazole), N1CCNCC1 (piperazine). Reactants: CON(C)C(=O)c1ccc(I)cc1, Fc1ccccc1CBr. Reaction SMILES: [CH3:10][O:11][N:12]([C:13](=[O:14])[c:15]1[cH:16][cH:17][c:18]([I:21])[cH:19][cH:20]1)[CH3:22].[F:1][c:2]1[c:3]([CH2:4][Br:5])[cH:6][cH:7][cH:8][cH:9]1>>[F:1][c:2]1[c:3]([CH2:4][C:13](=[O:14])[c:15]2[cH:16][cH:17][c:18]([I:21])[cH:19][cH:20]2)[cH:6][cH:7][cH:8][cH:9]1. The product is O=C(Cc1ccccc1F)c1ccc(I)cc1. Starting materials: COC1=C(C=C(C=C1)C)S(=O)(=O)N1CCOC2=C1C=C(C=C2)C(=O)O (4-(2-methoxy-5-methyl-benzenesulfonyl)-3,4-dihydro-2H-benzo[1,4]oxazine-6-carboxylic acid), NC1=CC(=C(C(=O)OCC)C=C1)F (ethyl 4-amino-2-fluorobenzoate). The product is C(C)OC(C1=C(C=C(C=C1)NC(=O)C=1C=CC2=C(N(CCO2)S(=O)(=O)C2=C(C=CC(=C2)C)OC)C1)F)=O (2-fluoro-4-{[4-(2-methoxy-5-methyl-benzenesulfonyl)-3,4-dihydro-2H-benzo[1,4]oxazine-6-carbonyl]-amino}-benzoic acid ethyl ester). Reaction SMILES: [CH3:1][O:2][C:3]1[CH:8]=[CH:7][C:6]([CH3:9])=[CH:5][C:4]=1[S:10]([N:13]1[C:18]2[CH:19]=[C:20]([C:23](O)=[O:24])[CH:21]=[CH:22][C:17]=2[O:16][CH2:15][CH2:14]1)(=[O:12])=[O:11].[NH2:26][C:27]1[CH:37]=[CH:36][C:30]([C:31]([O:33][CH2:34][CH3:35])=[O:32])=[C:29]([F:38])[CH:28]=1>>[CH2:34]([O:33][C:31](=[O:32])[C:30]1[CH:36]=[CH:37][C:27]([NH:26][C:23]([C:20]2[CH:21]=[CH:22][C:17]3[O:16][CH2:15][CH2:14][N:13]([S:10]([C:4]4[CH:5]=[C:6]([CH3:9])[CH:7]=[CH:8][C:3]=4[O:2][CH3:1])(=[O:12])=[O:11])[C:18]=3[CH:19]=2)=[O:24])=[CH:28][C:29]=1[F:38])[CH3:35]. Reported procedure: The title compound, MS (ISP)=501.1 (M+H)+, was produced as described in example 1, steps 1-6. Step 3 was performed using 2-methoxy-5-methylbenzenesulfonyl chloride, furnishing 4-(2-methoxy-5-methyl-benzenesulfonyl)-3,4-dihydro-2H-benzo[1,4]oxazine-6-carboxylic acid methyl ester, which was hydrolyzed in step 4, leading to 4-(2-methoxy-5-methyl-benzenesulfonyl)-3,4-dihydro-2H-benzo[1,4]oxazine-6-carboxylic acid. This was reacted with ethyl 4-amino-2-fluorobenzoate in step 5 and yielded 2-fluoro-4-... Starting materials: O=C([O-])O, CCO, Cc1cc(N(C)Cc2ccc(Cl)s2)ccc1[N+](=O)[O-], Cl, [Fe], [Na+], [Na+], [Na+], O=C([O-])[O-]. Product: Cc1cc(N(C)Cc2ccc(Cl)s2)ccc1N. As a reaction SMILES: [C:21](=[O:22])([OH:23])[O-:24].[CH3:32][CH2:33][OH:34].[Cl:1][c:2]1[cH:3][cH:4][c:5]([CH2:7][N:8]([c:9]2[cH:10][c:11]([CH3:18])[c:12]([N+:15]([O-:16])=[O:17])[cH:13][cH:14]2)[CH3:19])[s:6]1.[ClH:20].[Fe:35].[Na+:25].[Na+:26].[Na+:27].[O-:28][C:29](=[O:30])[O-:31]>>[Cl:1][c:2]1[cH:3][cH:4][c:5]([CH2:7][N:8]([c:9]2[cH:10][c:11]([CH3:18])[c:12]([NH2:15])[cH:13][cH:14]2)[CH3:19])[s:6]1. Yields the product CN1C(=O)C(NC(=O)C(C)(F)C(=O)O)c2ccccc2-c2ccccc21. Starting materials: CCOC(=O)C(C)(F)C(=O)NC1C(=O)N(C)c2ccccc2-c2ccccc21, [Li+], C1CCOC1, [OH-], O, O. As a reaction SMILES: [CH2:1]([CH3:2])[O:3][C:4]([C:5]([C:6](=[O:7])[NH:8][CH:9]1[c:10]2[c:11]([cH:22][cH:23][cH:24][cH:25]2)-[c:12]2[c:13]([cH:18][cH:19][cH:20][cH:21]2)[N:14]([CH3:17])[C:15]1=[O:16])([CH3:26])[F:27])=[O:28].[Li+:31].[O:32]1[CH2:33][CH2:34][CH2:35][CH2:36]1.[OH-:30].[OH2:29].[OH2:37]>>[O:3]=[C:4]([C:5]([C:6](=[O:7])[NH:8][CH:9]1[c:10]2[c:11]([cH:22][cH:23][cH:24][cH:25]2)-[c:12]2[c:13]([cH:18][cH:19][cH:20][cH:21]2)[N:14]([CH3:17])[C:15]1=[O:16])([CH3:26])[F:27])[OH:28]. As a reaction SMILES: [CH3:36][NH2:37].[Cl:1][c:2]1[cH:3][c:4]([NH:17][c:18]2[n:19][cH:20][n:21][c:22]3[cH:23][cH:24][c:25]([NH:28][C:29]([CH2:30][CH2:31][N:32]([CH3:33])[CH3:34])=[O:35])[cH:26][c:27]23)[cH:5][cH:6][c:7]1[O:8][CH2:9][c:10]1[cH:11][c:12]([F:16])[cH:13][cH:14][cH:15]1>>[Cl:1][c:2]1[cH:3][c:4]([NH:17][c:18]2[n:19][cH:20][n:21][c:22]3[cH:23][cH:24][c:25]([NH:28][C:29]([CH2:30][CH2:31][NH:32][CH3:33])=[O:35])[cH:26][c:27]23)[cH:5][cH:6][c:7]1[O:8][CH2:9][c:10]1[cH:11][c:12]([F:16])[cH:13][cH:14][cH:15]1. Starting materials: CN, CN(C)CCC(=O)Nc1ccc2ncnc(Nc3ccc(OCc4cccc(F)c4)c(Cl)c3)c2c1. Product: CNCCC(=O)Nc1ccc2ncnc(Nc3ccc(OCc4cccc(F)c4)c(Cl)c3)c2c1.